Dataset: the Open Reaction Database (ORD), a public repository of structured organic reaction records. Task: describe an organic reaction: reactants, conditions, products, and yield Reactants: [Cl-].[Na+] (sodium chloride), O (water), FC=1C(=NC=C(C1)F)C(C(C(=O)OC)C1=C(C=CC=C1)F)=O (Methyl 3-(3,5-difluoropyridin-2-yl)-2-(2-fluorophenyl)-3-oxopropanoate). Solvent: C(C)(=O)OCC (ethyl acetate), CS(=O)C (DMSO). Conditions: temperature 150 celsius, time 30 minute. Product: FC=1C(=NC=C(C1)F)C(CC1=C(C=CC=C1)F)=O (1-(3,5-Difluoropyridin-2-yl)-2-(2-fluorophenyl)ethanone). As a reaction SMILES: [F:1][C:2]1[C:3]([C:9](=[O:22])[CH:10]([C:15]2[CH:20]=[CH:19][CH:18]=[CH:17][C:16]=2[F:21])C(OC)=O)=[N:4][CH:5]=[C:6]([F:8])[CH:7]=1.[Cl-].[Na+].O>CS(C)=O.C(OCC)(=O)C>[F:1][C:2]1[C:3]([C:9](=[O:22])[CH2:10][C:15]2[CH:20]=[CH:19][CH:18]=[CH:17][C:16]=2[F:21])=[N:4][CH:5]=[C:6]([F:8])[CH:7]=1 |f:1.2|. Procedure details: 11.65 g (37.67 mmol) of the compound from Example 13A were initially charged in DMSO (37 ml). Subsequently, 2.42 g (41.44 mmol) of sodium chloride and water (7 ml) were added, and the mixture was stirred in a microwave at 150° C. for 30 min. The reaction mixture was diluted with ethyl acetate, and the organic phase was washed three times with water and once with saturated aqueous sodium chloride solution, dried over sodium sulphate, filtered and concentrated. This gave 9.07 g (89%, 85% of theory...